Dataset: the Open Reaction Database (ORD), a public repository of structured organic reaction records. Task: describe an organic reaction: reactants, conditions, products, and yield Solvent: C1CCOC1 (THF), C(C)N(CC)CC (triethylamine), C(C)#N (acetonitrile). Run at time 12 hour. Starting materials: C(C1=CC=CC=C1)(=O)C1=C(C(=O)O)C=CC(=C1)Br (2-benzoyl-4-bromobenzoic acid), CS(=O)(=O)C1=CC=C(CNCC(CCC)O)C=C1 (1-(4-methanesulfonylbenzylamino)pentan-2-ol), Cl.C(C)N=C=NCCCN(C)C (1-ethyl-3-(3-dimethylaminopropyl)carbodiimide hydrochloride), O.ON1N=NC2=C1C=CC=C2 (1-hydroxy-1H-benzotriazole monohydrate). RXN SMILES: [C:1]([C:9]1[CH:17]=[C:16]([Br:18])[CH:15]=[CH:14][C:10]=1[C:11]([OH:13])=O)(=[O:8])[C:2]1[CH:7]=[CH:6][CH:5]=[CH:4][CH:3]=1.[CH3:19][S:20]([C:23]1[CH:36]=[CH:35][C:26]([CH2:27][NH:28][CH2:29][CH:30]([OH:34])[CH2:31][CH2:32][CH3:33])=[CH:25][CH:24]=1)(=[O:22])=[O:21].Cl.C(N=C=NCCCN(C)C)C.O.ON1C2C=CC=CC=2N=N1>C1COCC1.C(N(CC)CC)C.C(#N)C>[C:1]([C:9]1[CH:17]=[C:16]([Br:18])[CH:15]=[CH:14][C:10]=1[C:11]([N:28]([CH2:29][CH:30]([OH:34])[CH2:31][CH2:32][CH3:33])[CH2:27][C:26]1[CH:25]=[CH:24][C:23]([S:20]([CH3:19])(=[O:22])=[O:21])=[CH:36][CH:35]=1)=[O:13])(=[O:8])[C:2]1[CH:3]=[CH:4][CH:5]=[CH:6][CH:7]=1 |f:2.3,4.5|. Procedure details: [Step 1] To a solution (20 ml) of 2-benzoyl-4-bromobenzoic acid (2.0 g) in THF were added 1-(4-methanesulfonylbenzylamino)pentan-2-ol (1.8 g), 1-ethyl-3-(3-dimethylaminopropyl)carbodiimide hydrochloride (1.9 g), 1-hydroxy-1H-benzotriazole monohydrate (1.0 g), acetonitrile (20 ml) and triethylamine (5 ml) at room temperature. The reaction mixture was stirred at room temperature for 12 hrs. and concentrated under reduced pressure. To the residue was added saturated aqueous sodium hydrogen carbonat... Yields the product C(C1=CC=CC=C1)(=O)C1=C(C(=O)N(CC2=CC=C(C=C2)S(=O)(=O)C)CC(CCC)O)C=CC(=C1)Br (2-benzoyl-4-bromo-N-(2-hydroxypentyl)-N-(4-methanesulfonylbenzyl)benzamide). The yield is 82.0%. Reactants: CS(=O)(=O)N1CC2(CCN(CC2)C(=O)[C@@H](COCC2=CC=CC=C2)NC(C(C)(C)NC(=O)OC(C)(C)C)=O)C2=CC(=CC=C12)F (N-[1(R)-[(1,2-Dihydro-1-methanesulfonyl-5-fluorospiro[3H-indole-3,4'-piperidin]-1'-yl)carbonyl]-2-(phenylmethyloxy)ethyl]-[[(1,1-dimethylethyloxy)carbonyl]amino]-2-methylpropanamide), FC(C(=O)O)(F)F (trifluoroacetic acid), ClCCl (dichloromethane). Yields the product Cl.CS(=O)(=O)N1CC2(CCN(CC2)C(=O)[C@@H](COCC2=CC=CC=C2)NC(C(C)(C)N)=O)C2=CC(=CC=C12)F (N-[1(R)-[(1,2-Dihydro-1-methanesulfonyl-5-fluorospiro[3H-indole-3,4'-piperidin]-1'-yl)carbonyl]-2-(phenylmethyloxy)ethyl]-2-amino-2-methylpropanamide hydrochloride). RXN SMILES: [CH3:1][S:2]([N:5]1[C:44]2[C:39](=[CH:40][C:41]([F:45])=[CH:42][CH:43]=2)[C:7]2([CH2:12][CH2:11][N:10]([C:13]([C@H:15]([NH:25][C:26](=[O:38])[C:27]([NH:30]C(OC(C)(C)C)=O)([CH3:29])[CH3:28])[CH2:16][O:17][CH2:18][C:19]3[CH:24]=[CH:23][CH:22]=[CH:21][CH:20]=3)=[O:14])[CH2:9][CH2:8]2)[CH2:6]1)(=[O:4])=[O:3].FC(F)(F)C(O)=O.[Cl:53]CCl>>[ClH:53].[CH3:1][S:2]([N:5]1[C:44]2[C:39](=[CH:40][C:41]([F:45])=[CH:42][CH:43]=2)[C:7]2([CH2:12][CH2:11][N:10]([C:13]([C@H:15]([NH:25][C:26](=[O:38])[C:27]([NH2:30])([CH3:29])[CH3:28])[CH2:16][O:17][CH2:18][C:19]3[CH:24]=[CH:23][CH:22]=[CH:21][CH:20]=3)=[O:14])[CH2:9][CH2:8]2)[CH2:6]1)(=[O:4])=[O:3] |f:3.4|. Procedure: To a solution of 0.101 g the intermediate from Step C in 1 mL of dichloromethane was added 1.0 mL of trifluoroacetic acid and maintained at RT for 30 min. The reaction mixture was evaporated to dryness, basified with 10% aqueous sodium carbonate solution (10 mL), and extracted with dichloromethane (3×5 mL). The combined organics were washed with brine (5 mL), dried over potassium carbonate, and concentrated. This material was dissolved in 2 mL of ethyl acetate and 0.10 mL of 4M HCl in EtOAc was ...